Dataset: the Open Reaction Database (ORD), a public repository of structured organic reaction records. Task: describe an organic reaction: reactants, conditions, products, and yield The reactants are CN(C)Cc1ccc(CSCCN)o1, CSc1ncc(C(C)c2cccnc2)c(=O)[nH]1, c1ccncc1. The product is CC(c1cccnc1)c1cnc(NCCSCc2ccc(CN(C)C)o2)[nH]c1=O. RXN SMILES: [CH3:18][N:19]([CH3:20])[CH2:21][c:22]1[cH:23][cH:24][c:25]([CH2:27][S:28][CH2:29][CH2:30][NH2:31])[o:26]1.[CH3:1][S:2][c:3]1[n:4][cH:5][c:6]([CH:10]([CH3:11])[c:12]2[cH:13][n:14][cH:15][cH:16][cH:17]2)[c:7](=[O:9])[nH:8]1.[cH:32]1[cH:33][cH:34][n:35][cH:36][cH:37]1>>[c:3]1([NH:31][CH2:30][CH2:29][S:28][CH2:27][c:25]2[cH:24][cH:23][c:22]([CH2:21][N:19]([CH3:18])[CH3:20])[o:26]2)[n:4][cH:5][c:6]([CH:10]([CH3:11])[c:12]2[cH:13][n:14][cH:15][cH:16][cH:17]2)[c:7](=[O:9])[nH:8]1. The reactants are O=C([O-])O, CN1CCCC1=O, ClCCN1CCOCC1, Cl, O=C(c1cc(C(F)(F)F)cc(C(F)(F)F)c1)N1CCC2(CC1)C(=O)NCN2c1ccccc1, [H-], [Na+], [Na+]. The product is O=C(c1cc(C(F)(F)F)cc(C(F)(F)F)c1)N1CCC2(CC1)C(=O)N(CCN1CCOCC1)CN2c1ccccc1. RXN SMILES: [C:46](=[O:47])([OH:48])[O-:49].[CH3:51][N:52]1[CH2:53][CH2:54][CH2:55][C:56]1=[O:57].[Cl:37][CH2:38][CH2:39][N:40]1[CH2:41][CH2:42][O:43][CH2:44][CH2:45]1.[ClH:36].[F:3][C:4]([c:5]1[cH:6][c:7]([C:8](=[O:9])[N:10]2[CH2:11][CH2:12][C:13]3([C:14](=[O:24])[NH:15][CH2:16][N:17]3[c:18]3[cH:19][cH:20][cH:21][cH:22][cH:23]3)[CH2:25][CH2:26]2)[cH:27][c:28]([C:30]([F:31])([F:32])[F:33])[cH:29]1)([F:34])[F:35].[H-:1].[Na+:2].[Na+:50]>>[F:3][C:4]([c:5]1[cH:6][c:7]([C:8](=[O:9])[N:10]2[CH2:11][CH2:12][C:13]3([C:14](=[O:24])[N:15]([CH2:38][CH2:39][N:40]4[CH2:41][CH2:42][O:43][CH2:44][CH2:45]4)[CH2:16][N:17]3[c:18]3[cH:19][cH:20][cH:21][cH:22][cH:23]3)[CH2:25][CH2:26]2)[cH:27][c:28]([C:30]([F:31])([F:32])[F:33])[cH:29]1)([F:34])[F:35]. Reaction SMILES: [O:1]=[C:2]([C:16]1[CH:21]=[CH:20][CH:19]=[CH:18][CH:17]=1)[CH2:3][O:4][C:5]1[CH:15]=[CH:14][C:8]2[CH:9]=[CH:10][C:11](=[O:13])[O:12][C:7]=2[CH:6]=1.C1(C=CC(O)=CC=1)O.Br[CH2:31][C:32](=[CH2:38])[C:33](OCC)=[O:34]>O1CCCC1.[Zn]>[CH2:31]=[C:32]1[C:33](=[O:34])[O:1][C:2]([CH2:3][O:4][C:5]2[CH:15]=[CH:14][C:8]3[CH:9]=[CH:10][C:11](=[O:13])[O:12][C:7]=3[CH:6]=2)([C:16]2[CH:21]=[CH:20][CH:19]=[CH:18][CH:17]=2)[CH2:38]1. Product: C=C1CC(OC1=O)(C1=CC=CC=C1)COC1=CC2=C(C=CC(O2)=O)C=C1 (7-[(2,3,4,5-Tetrahydro-4-methylene-5-oxo-2-Phenyl-2-furanyl)methoxy]-2H-1-benzopyran-2-one). Solvent: O1CCCC1 (tetrahydrofuran). The reagents and catalysts are [Zn] (zinc). Yield: 77.8%. Reactants: C1(O)=CC=C(O)C=C1 (hydroquinone), ice, O=C(COC1=CC2=C(C=CC(O2)=O)C=C1)C1=CC=CC=C1 (7-(2-oxo-2-phenylethoxy)-2H-1-benzopyran-2-one), BrCC(C(=O)OCC)=C (ethyl 2-(bromomethyl)acrylate). Reported procedure: To a solution of 4a (0.84 g, 3 mmol) in dry tetrahydrofuran (60 ml) were added activated zinc powder (0.255 g, 3.9 mmol), hydroquinone (6 mg), and ethyl 2-(bromomethyl)acrylate (0.78 g, 4 mmol). The mixture was refluxed under nitrogen atmosphere for 18 h. (monitored by TLC). After cooling it was poured into an ice-cold 5% HCl solution (300 ml) and extracted with CH2Cl2 (75 ml×3). The dichloromethane extracts were combined and washed with saline, dried over Na2SO4, and then evaporated to give a r... Starting materials: C=O, Clc1ccccc1Cl, [I-], Nc1ccccc1, [Na+], O, OCC(F)(F)F. The product is O=C=Nc1ccccc1. Reaction SMILES: [C:16]=[O:17].[Cl:19][c:20]1[c:21]([Cl:22])[cH:23][cH:24][cH:25][cH:26]1.[I-:8].[NH2:1][c:2]1[cH:3][cH:4][cH:5][cH:6][cH:7]1.[Na+:9].[O:18].[OH:10][CH2:11][C:12]([F:13])([F:14])[F:15]>>[N:1]([c:2]1[cH:3][cH:4][cH:5][cH:6][cH:7]1)=[C:11]=[O:10]. Procedure: reacting 9-((3aR,4R,6R,6aR)-6-(aminomethyl)-2,2-dimethyltetrahydrofuro[3,4-d][1,3]dioxol-4-yl)-9H-purin-6-amine with acetone to yield 9-((3aR,4R,6R,6aR)-6-((isopropylamino)methyl)-2,2-dimethyltetrahydrofuro[3,4-d][1,3]dioxol-4-yl)-9H-purin-6-amine; Reactants: NC[C@H]1O[C@H]([C@H]2[C@@H]1OC(O2)(C)C)N2C1=NC=NC(=C1N=C2)N (9-((3aR,4R,6R,6aR)-6-(aminomethyl)-2,2-dimethyltetrahydrofuro[3,4-d][1,3]dioxol-4-yl)-9H-purin-6-amine), CC(=O)C (acetone). Yields the product C(C)(C)NC[C@H]1O[C@H]([C@H]2[C@@H]1OC(O2)(C)C)N2C1=NC=NC(=C1N=C2)N (9-((3aR,4R,6R,6aR)-6-((isopropylamino)methyl)-2,2-dimethyltetrahydrofuro[3,4-d][1,3]dioxol-4-yl)-9H-purin-6-amine). As a reaction SMILES: [NH2:1][CH2:2][C@@H:3]1[C@H:7]2[O:8][C:9]([CH3:12])([CH3:11])[O:10][C@H:6]2[C@H:5]([N:13]2[CH:21]=[N:20][C:19]3[C:14]2=[N:15][CH:16]=[N:17][C:18]=3[NH2:22])[O:4]1.[CH3:23][C:24]([CH3:26])=O>>[CH:24]([NH:1][CH2:2][C@@H:3]1[C@H:7]2[O:8][C:9]([CH3:12])([CH3:11])[O:10][C@H:6]2[C@H:5]([N:13]2[CH:21]=[N:20][C:19]3[C:14]2=[N:15][CH:16]=[N:17][C:18]=3[NH2:22])[O:4]1)([CH3:26])[CH3:23]. The reactants are Oc1cc(Cl)ccc1Br, O=C([O-])[O-], CI, CN(C)C=O, [K+], [K+], O. The product is COc1cc(Cl)ccc1Br. Reaction SMILES: [Br:1][c:2]1[c:3]([OH:9])[cH:4][c:5]([Cl:8])[cH:6][cH:7]1.[C:10](=[O:11])([O-:12])[O-:13].[CH3:16][I:17].[CH3:18][N:19]([CH3:20])[CH:21]=[O:22].[K+:14].[K+:15].[OH2:23]>>[Br:1][c:2]1[c:3]([O:9][CH3:10])[cH:4][c:5]([Cl:8])[cH:6][cH:7]1. Reactants: [H-].[Na+] (NaH), CSC1=NC=CC(=N1)Cl (2-methylthio-4-chloropyrimidine), CN(C(=O)C1=CC2=C(N=CN2)C=C1)OC (5-(N-methyl-N-methoxyaminocarbonyl)-benzimidazole). Run in CN(C)C=O (DMF), CN(C)C=O (DMF). Reaction conditions: temperature 100 celsius. The product is CSC1=NC=CC(=N1)N1C=NC2=C1C=CC(=C2)C(=O)N(OC)C (2-methylthio-4-[5-(N-methyl-N-methoxyaminocarbonyl)-benzimidazol-1-yl]pyrimidine), CSC1=NC=CC(=N1)N1C=NC2=C1C=C(C=C2)C(=O)N(OC)C (2-methylthio-4-[6-(N-methyl-N-methoxyaminocarbonyl)benzimidazol-1-yl]pyrimidine). As a reaction SMILES: [H-].[Na+].[CH3:3][N:4]([O:16][CH3:17])[C:5]([C:7]1[CH:15]=[CH:14][C:10]2[N:11]=[CH:12][NH:13][C:9]=2[CH:8]=1)=[O:6].[CH3:18][S:19][C:20]1[N:25]=[C:24](Cl)[CH:23]=[CH:22][N:21]=1>CN(C=O)C>[CH3:18][S:19][C:20]1[N:25]=[C:24]([N:11]2[C:10]3[CH:14]=[CH:15][C:7]([C:5]([N:4]([CH3:3])[O:16][CH3:17])=[O:6])=[CH:8][C:9]=3[N:13]=[CH:12]2)[CH:23]=[CH:22][N:21]=1.[CH3:18][S:19][C:20]1[N:25]=[C:24]([N:13]2[C:9]3[CH:8]=[C:7]([C:5]([N:4]([CH3:3])[O:16][CH3:17])=[O:6])[CH:15]=[CH:14][C:10]=3[N:11]=[CH:12]2)[CH:23]=[CH:22][N:21]=1 |f:0.1|. Procedure details: To a suspension of NaH (210 mg, 60% suspension in oil, 5.21 mmol) in DMF (10 mL) at 0° C. was added 5-(N-methyl-N-methoxyaminocarbonyl)-benzimidazole (890 mg, 4.34 mmol) dissolved in DMF (10 mL) dropwise. The ice bath was removed, and the reaction mixture was stirred until the mixture became homogeneous (10 min) then added 2-methylthio-4-chloropyrimidine (610 μL, 5.21 mmol). The mixture was heated at 100° C. for 1.5 h then cooled down to 0° C. and quenched with H2O carefully. The reaction mixtur...